From a dataset of the Open Reaction Database (ORD), a public repository of structured organic reaction records. describe an organic reaction: reactants, conditions, products, and yield Starting materials: COC(=O)CBr, CCOC(C)=O, Cn1cc(-c2ccc3c(c2)C(=O)CC2(CCN(C(=O)c4cc(O)c5ccn(C6CC6)c5c4)CC2)O3)cn1, [K+], [K+], O=C([O-])[O-], CN(C)C=O. Product: COC(=O)COc1cc(C(=O)N2CCC3(CC2)CC(=O)c2cc(-c4cnn(C)c4)ccc2O3)cc2c1ccn2C1CC1. Reaction SMILES: [Br:1][CH2:2][C:3](=[O:4])[O:5][CH3:6].[CH3:55][CH2:56][O:57][C:58]([CH3:59])=[O:60].[CH:13]1([n:16]2[cH:17][cH:18][c:19]3[c:20]([OH:49])[cH:21][c:22]([C:25](=[O:26])[N:27]4[CH2:28][CH2:29][C:30]5([O:31][c:32]6[cH:33][cH:34][c:35](-[c:41]7[cH:42][n:43][n:44]([CH3:46])[cH:45]7)[cH:36][c:37]6[C:38](=[O:40])[CH2:39]5)[CH2:47][CH2:48]4)[cH:23][c:24]23)[CH2:14][CH2:15]1.[K+:7].[K+:8].[O-:9][C:10]([O-:11])=[O:12].[O:50]=[CH:51][N:52]([CH3:53])[CH3:54]>>[CH2:2]([C:3](=[O:4])[O:5][CH3:6])[O:49][c:20]1[c:19]2[cH:18][cH:17][n:16]([CH:13]3[CH2:14][CH2:15]3)[c:24]2[cH:23][c:22]([C:25](=[O:26])[N:27]2[CH2:28][CH2:29][C:30]3([O:31][c:32]4[cH:33][cH:34][c:35](-[c:41]5[cH:42][n:43][n:44]([CH3:46])[cH:45]5)[cH:36][c:37]4[C:38](=[O:40])[CH2:39]3)[CH2:47][CH2:48]2)[cH:21]1.